This data is from the Open Reaction Database (ORD), a public repository of structured organic reaction records. The task is: describe an organic reaction: reactants, conditions, products, and yield Starting materials: FC(OC1=CC=C(C=C1)N=C=O)(F)F (4-(trifluoromethoxy)phenyl isocyanate), CC(C)([O-])C.[K+] (potassium tert-butoxide). Solvent: C(C)OCC (diethyl ether), C1CCOC1 (THF), C1CCOC1 (THF). Run at time 8 hour. Yields the product FC(OC1=CC=C(C=C1)NC(OC(C)(C)C)=O)(F)F (tert-butyl 4-(trifluoromethoxy)phenylcarbamate). Reaction SMILES: [F:1][C:2]([F:14])([F:13])[O:3][C:4]1[CH:9]=[CH:8][C:7]([N:10]=[C:11]=[O:12])=[CH:6][CH:5]=1.[CH3:15][C:16]([CH3:19])([O-:18])[CH3:17].[K+]>C1COCC1.C(OCC)C>[F:1][C:2]([F:13])([F:14])[O:3][C:4]1[CH:5]=[CH:6][C:7]([NH:10][C:11](=[O:12])[O:18][C:16]([CH3:19])([CH3:17])[CH3:15])=[CH:8][CH:9]=1 |f:1.2|. Procedure: A mechanically stirred solution of 4-(trifluoromethoxy)phenyl isocyanate (10.54 g, 51.9 mmol) in THF (200 mL) at 0° C. was treated with the dropwise addition of 1.0 M potassium tert-butoxide solution in THF (55 mL, 55 mmol). The solution was allowed to come to room temperature, and stirred overnight. The mixture was diluted with diethyl ether (300 mL), washed successively with saturated ammonium chloride solution (2×100 mL), water (100 mL), and brine (100 mL), dried over sodium sulfate, and conc... Reactants: ClC1=CC=C(C=C1)S(=O)(=O)N1C2C(C(C(C1CCC2)C)=O)=CN(C)C (9-(4-chloro-benzenesulfonyl)-2-dimethylaminomethylene-4-methyl-9-aza-bicyclo[3.3.1]nonan-3-one), O.NN (hydrazine monohydrate). The solvent is C(C)(=O)O (acetic acid). Run at temperature 100 celsius, time 1 hour. The product is ClC1=CC=C(C=C1)S(=O)(=O)N1C2C=3C=NNC3C(C1CCC2)C (12-(4-chloro-benzenesulfonyl)-7-methyl-4,5,12-triaza-tricyclo[6.3.1.02,6]dodeca-2(6),3-diene). As a reaction SMILES: [Cl:1][C:2]1[CH:7]=[CH:6][C:5]([S:8]([N:11]2[CH:16]3[CH2:17][CH2:18][CH2:19][CH:12]2[C:13](=[CH:22][N:23](C)C)[C:14](=O)[CH:15]3[CH3:20])(=[O:10])=[O:9])=[CH:4][CH:3]=1.O.[NH2:27]N>C(O)(=O)C>[Cl:1][C:2]1[CH:7]=[CH:6][C:5]([S:8]([N:11]2[CH:16]3[CH2:17][CH2:18][CH2:19][CH:12]2[C:13]2[CH:22]=[N:23][NH:27][C:14]=2[CH:15]3[CH3:20])(=[O:9])=[O:10])=[CH:4][CH:3]=1 |f:1.2|. Procedure details: To a solution of 9-(4-chloro-benzenesulfonyl)-2-dimethylaminomethylene-4-methyl-9-aza-bicyclo[3.3.1]nonan-3-one crude mixture in glacial acetic acid (1 mL) followed by hydrazine monohydrate (0.5 mL). The reaction mixture was stirred at 100° C. for 1 h after which the solution was cooled to room temperature and quenched by the addition of a saturated aqueous NaHCO3 solution (until pH>7). The resulting solution was extracted with EtOAc (3×20 mL), the organic extracts were combined, dried (Na2SO4),... The product is C1(=CC=CC=C1)S(=O)(=O)NC(=O)C1=CC2=C(N=C(N2)C)C=C1 (5-benzenesulfonylcarbamoyl-2-methylbenzimidazole). Procedure: A mixture of 0.500 g of N-benzenesulfonyl-4-acetylamino-3-aminobenzamide, 3.9 g of 35% hydrochloric acid, 15 ml of methanol and 12 ml of water was stirred at 60° C. for 1 hour. The reaction mixture was neutralized with a potassium hydrogencarbonate aqueous solution. The crystals precipitated were separated through filtration, and were dried to give 0.404 g of 5-benzenesulfonylcarbamoyl-2-methylbenzimidazole (272). Solvent: O (water). Yield: 85.4%. The reactants are C(O)([O-])=O.[K+] (potassium hydrogencarbonate), C1(=CC=CC=C1)S(=O)(=O)NC(C1=CC(=C(C=C1)NC(C)=O)N)=O (N-benzenesulfonyl-4-acetylamino-3-aminobenzamide), Cl (hydrochloric acid), CO (methanol). Reaction conditions: temperature 60 celsius, time 1 hour. Reaction SMILES: [C:1]1([S:7]([NH:10][C:11](=[O:23])[C:12]2[CH:17]=[CH:16][C:15]([NH:18][C:19](=O)[CH3:20])=[C:14]([NH2:22])[CH:13]=2)(=[O:9])=[O:8])[CH:6]=[CH:5][CH:4]=[CH:3][CH:2]=1.Cl.CO.C(=O)([O-])O.[K+]>O>[C:1]1([S:7]([NH:10][C:11]([C:12]2[CH:17]=[CH:16][C:15]3[N:18]=[C:19]([CH3:20])[NH:22][C:14]=3[CH:13]=2)=[O:23])(=[O:9])=[O:8])[CH:6]=[CH:5][CH:4]=[CH:3][CH:2]=1 |f:3.4|. Starting materials: C(C1=CC=CC=C1)OC1=C(C=NN1C)C(=O)OCC (Ethyl 5-benzyloxy-1-methylpyrazole-4-carboxylate), O[Li].O (LiOH.H2O), O (water). Run in C1CCOC1 (THF), CO (MeOH). Product: C(C1=CC=CC=C1)OC1=C(C=NN1C)C(=O)O (5-BENZYLOXY-1-METHYLPYRAZOLE-4-CARBOXYLIC ACID). The yield is 90.3%. Reaction SMILES: [CH2:1]([O:8][C:9]1[N:13]([CH3:14])[N:12]=[CH:11][C:10]=1[C:15]([O:17]CC)=[O:16])[C:2]1[CH:7]=[CH:6][CH:5]=[CH:4][CH:3]=1.O[Li].O.O>C1COCC1.CO>[CH2:1]([O:8][C:9]1[N:13]([CH3:14])[N:12]=[CH:11][C:10]=1[C:15]([OH:17])=[O:16])[C:2]1[CH:3]=[CH:4][CH:5]=[CH:6][CH:7]=1 |f:1.2|. Procedure details: Ethyl 5-benzyloxy-1-methylpyrazole-4-carboxylate (755 mg, 2.9 mmol) was likewise hydrolyzed using LiOH.H2O (243 mg, 5.8 mmol) in THF (20 mL), MeOH (4 mL), and water (10 mL), to afford 608 mg of 5-benzyloxy-1-methyl-4-carboxylic acid (25) as a white solid, m.p. 117-122° C. The reactants are CN(C)CCCCl, CCO, Cl, [Na], O=C1c2ccccc2S(=O)(=O)c2cc(-c3nnn[nH]3)ccc21. Product: CN(C)CCCn1nnc(-c2ccc3c(c2)S(=O)(=O)c2ccccc2C3=O)n1. Reaction SMILES: [CH3:25][N:26]([CH2:27][CH2:28][CH2:29][Cl:30])[CH3:31].[CH3:32][CH2:33][OH:34].[ClH:24].[Na:1].[nH:2]1[n:3][n:4][n:5][c:6]1-[c:7]1[cH:8][cH:9][c:10]2[c:19]([cH:20]1)[S:18](=[O:21])(=[O:22])[c:17]1[c:12]([cH:13][cH:14][cH:15][cH:16]1)[C:11]2=[O:23]>>[n:2]1[n:3][n:4]([CH2:29][CH2:28][CH2:27][N:26]([CH3:25])[CH3:31])[n:5][c:6]1-[c:7]1[cH:8][cH:9][c:10]2[c:19]([cH:20]1)[S:18](=[O:21])(=[O:22])[c:17]1[c:12]([cH:13][cH:14][cH:15][cH:16]1)[C:11]2=[O:23]. Product: Cc1cc(C=Cc2cc3c(cc2CBr)C(C)(C)C(=O)CC3(C)C)ccc1C(=O)O. Reaction SMILES: [Br:29][N:30]1[C:31](=[O:32])[CH2:33][CH2:34][C:35]1=[O:36].[C:37]([O:38][O:39][C:40](=[O:41])[c:42]1[cH:43][cH:44][cH:45][cH:46][cH:47]1)(=[O:48])[c:49]1[cH:50][cH:51][cH:52][cH:53][cH:54]1.[C:55]([Cl:56])([Cl:57])([Cl:58])[Cl:59].[CH3:1][c:2]1[c:3]([C:4](=[O:5])[OH:6])[cH:7][cH:8][c:9]([CH:11]=[CH:12][c:13]2[cH:14][c:15]3[c:20]([cH:21][c:22]2[CH3:23])[C:19]([CH3:24])([CH3:25])[C:18](=[O:26])[CH2:17][C:16]3([CH3:27])[CH3:28])[cH:10]1>>[CH3:1][c:2]1[c:3]([C:4](=[O:5])[OH:6])[cH:7][cH:8][c:9]([CH:11]=[CH:12][c:13]2[cH:14][c:15]3[c:20]([cH:21][c:22]2[CH2:23][Br:29])[C:19]([CH3:24])([CH3:25])[C:18](=[O:26])[CH2:17][C:16]3([CH3:27])[CH3:28])[cH:10]1. The reactants are O=C1CCC(=O)N1Br, O=C(OOC(=O)c1ccccc1)c1ccccc1, ClC(Cl)(Cl)Cl, Cc1cc2c(cc1C=Cc1ccc(C(=O)O)c(C)c1)C(C)(C)CC(=O)C2(C)C.